This data is from the Open Reaction Database (ORD), a public repository of structured organic reaction records. The task is: describe an organic reaction: reactants, conditions, products, and yield Starting materials: O=C1N(C(C2=CC=CC=C12)=O)CCC(C(=O)OC(C)(C)C)C(CCC1=CC=C(C=C1)Br)OCC1=CC=C(C=C1)OC (1,1-Dimethylethyl 2-[2-(1,3-dioxo-1,3-dihydro-2H-isoindol-2-yl)ethyl]-5-(4-bromophenyl)-3-({[4-(methyloxy)phenyl]methyl}oxy)pentanoate), ClC1=CC=C(C=C1)B(O)O ((4-chlorophenyl)boronic acid), C([O-])([O-])=O.[K+].[K+] (potassium carbonate). The reagents and catalysts are C=1C=CC(=CC1)[P](C=2C=CC=CC2)(C=3C=CC=CC3)[Pd]([P](C=4C=CC=CC4)(C=5C=CC=CC5)C=6C=CC=CC6)([P](C=7C=CC=CC7)(C=8C=CC=CC8)C=9C=CC=CC9)[P](C=1C=CC=CC1)(C=1C=CC=CC1)C=1C=CC=CC1 (tetrakis(triphenylphosphine)palladium). The solvent is CN(C=O)C (dimethylformamide), O (water). Reaction conditions: temperature 100 celsius, time 6 hour. Product: ClC1=CC=C(C=C1)C1=CC=C(C=C1)CCC(C(C(=O)OC(C)(C)C)CCN1C(C2=CC=CC=C2C1=O)=O)OCC1=CC=C(C=C1)OC (tert-butyl 5-(4′-chlorobiphenyl-4-yl)-2-[2-(1,3-dioxo-1,3-dihydro-2H-isoindol-2-yl)ethyl]-3-[(4-methoxybenzyl)oxy]pentanoate). Isolated yield 55.2%. As a reaction SMILES: [O:1]=[C:2]1[C:10]2[C:5](=[CH:6][CH:7]=[CH:8][CH:9]=2)[C:4](=[O:11])[N:3]1[CH2:12][CH2:13][CH:14]([CH:22]([O:32][CH2:33][C:34]1[CH:39]=[CH:38][C:37]([O:40][CH3:41])=[CH:36][CH:35]=1)[CH2:23][CH2:24][C:25]1[CH:30]=[CH:29][C:28](Br)=[CH:27][CH:26]=1)[C:15]([O:17][C:18]([CH3:21])([CH3:20])[CH3:19])=[O:16].[Cl:42][C:43]1[CH:48]=[CH:47][C:46](B(O)O)=[CH:45][CH:44]=1.C(=O)([O-])[O-].[K+].[K+]>CN(C)C=O.O.C1C=CC([P]([Pd]([P](C2C=CC=CC=2)(C2C=CC=CC=2)C2C=CC=CC=2)([P](C2C=CC=CC=2)(C2C=CC=CC=2)C2C=CC=CC=2)[P](C2C=CC=CC=2)(C2C=CC=CC=2)C2C=CC=CC=2)(C2C=CC=CC=2)C2C=CC=CC=2)=CC=1>[Cl:42][C:43]1[CH:48]=[CH:47][C:46]([C:28]2[CH:29]=[CH:30][C:25]([CH2:24][CH2:23][CH:22]([O:32][CH2:33][C:34]3[CH:39]=[CH:38][C:37]([O:40][CH3:41])=[CH:36][CH:35]=3)[CH:14]([CH2:13][CH2:12][N:3]3[C:2](=[O:1])[C:10]4[C:5](=[CH:6][CH:7]=[CH:8][CH:9]=4)[C:4]3=[O:11])[C:15]([O:17][C:18]([CH3:21])([CH3:20])[CH3:19])=[O:16])=[CH:26][CH:27]=2)=[CH:45][CH:44]=1 |f:2.3.4,^1:67,69,88,107|. Procedure details: To a solution of the compound (200 mg) obtained from step 7 above, (4-chlorophenyl)boronic acid (90 mg) and potassium carbonate (133 mg) in dimethylformamide (3 ml) was added tetrakis(triphenylphosphine)palladium (0) (18.5 mg) and stirred the reaction mixture for 6 hours at about 100° C. The resulting reaction mixture was diluted with water and extracted with ethyl acetate. The organic layer was separated, washed with water and brine, dried over anhydrous sodium sulphate and concentrated under r...